This data is from the Open Reaction Database (ORD), a public repository of structured organic reaction records. The task is: describe an organic reaction: reactants, conditions, products, and yield Isolated yield 87.7%. Procedure details: A mixture of 4-(cis-2,6-dimethylmorpholin-4-yl)benzoic acid hydrazide (458 mg), 4-methoxycarbonylbenzoyl chloride (622 mg) and pyridine (5 ml) in tetrahydrofuran (10 ml) was stirred for 6 hours at 0° C. The reaction mixture was added to water. The resulting precipitates were filtered, washed with water and dried to give 4-[N′-[4-(cis-2,6-dimethylmorpholin-4-yl)benzoyl]hydrazinocarbonyl]benzoic acid methyl ester (662.8 mg). RXN SMILES: [CH3:1][C@H:2]1[O:7][C@@H:6]([CH3:8])[CH2:5][N:4]([C:9]2[CH:18]=[CH:17][C:12]([C:13]([NH:15][NH2:16])=[O:14])=[CH:11][CH:10]=2)[CH2:3]1.[CH3:19][O:20][C:21]([C:23]1[CH:31]=[CH:30][C:26]([C:27](Cl)=[O:28])=[CH:25][CH:24]=1)=[O:22].N1C=CC=CC=1.O>O1CCCC1>[CH3:19][O:20][C:21](=[O:22])[C:23]1[CH:31]=[CH:30][C:26]([C:27]([NH:16][NH:15][C:13](=[O:14])[C:12]2[CH:11]=[CH:10][C:9]([N:4]3[CH2:3][C@H:2]([CH3:1])[O:7][C@H:6]([CH3:8])[CH2:5]3)=[CH:18][CH:17]=2)=[O:28])=[CH:25][CH:24]=1. Conditions: temperature 0 celsius, time 6 hour. Starting materials: O (water), C[C@@H]1CN(C[C@@H](O1)C)C1=CC=C(C(=O)NN)C=C1 (4-(cis-2,6-dimethylmorpholin-4-yl)benzoic acid hydrazide), COC(=O)C1=CC=C(C(=O)Cl)C=C1 (4-methoxycarbonylbenzoyl chloride), N1=CC=CC=C1 (pyridine). The solvent is O1CCCC1 (tetrahydrofuran). Product: COC(C1=CC=C(C=C1)C(=O)NNC(C1=CC=C(C=C1)N1C[C@H](O[C@H](C1)C)C)=O)=O (4-[N′-[4-(cis-2,6-dimethylmorpholin-4-yl)benzoyl]hydrazinocarbonyl]benzoic acid methyl ester). The reactants are [Al+3], CCOCC, C=C(Cl)COc1ccc(C#N)cc1, [H-], [H-], [H-], [H-], [Li+], O. Product: C=C(Cl)COc1ccc(CN)cc1. Reaction SMILES: [Al+3:2].[CH3:21][CH2:22][O:23][CH2:24][CH3:25].[Cl:7][C:8]([CH2:9][O:10][c:11]1[cH:12][cH:13][c:14]([C:15]#[N:16])[cH:17][cH:18]1)=[CH2:19].[H-:1].[H-:4].[H-:5].[H-:6].[Li+:3].[OH2:20]>>[Cl:7][C:8]([CH2:9][O:10][c:11]1[cH:12][cH:13][c:14]([CH2:15][NH2:16])[cH:17][cH:18]1)=[CH2:19]. Starting materials: C([O-])([O-])=O.[K+].[K+] (potassium carbonate), ClC1=CC=C(C=CCCl)C=C1 (p-chlorocinnamyl chloride), NC=1C=C(C(=O)OC)C=CC1N (methyl 3,4-diaminobenzoate). Solvent: CN(C=O)C (dimethylformamide). The product is NC1=C(C=C(C(=O)OC)C=C1)NCC=CC1=CC=C(C=C1)Cl (Methyl 4-Amino-3-(4-Chlorocinnamylamino)Benzoate). Isolated yield 63.2%. RXN SMILES: [NH2:1][C:2]1[CH:3]=[C:4]([CH:9]=[CH:10][C:11]=1[NH2:12])[C:5]([O:7][CH3:8])=[O:6].C(=O)([O-])[O-].[K+].[K+].[Cl:19][C:20]1[CH:29]=[CH:28][C:23]([CH:24]=[CH:25][CH2:26]Cl)=[CH:22][CH:21]=1>CN(C)C=O>[NH2:12][C:11]1[CH:10]=[CH:9][C:4]([C:5]([O:7][CH3:8])=[O:6])=[CH:3][C:2]=1[NH:1][CH2:26][CH:25]=[CH:24][C:23]1[CH:28]=[CH:29][C:20]([Cl:19])=[CH:21][CH:22]=1 |f:1.2.3|. Reported procedure: 5.0 g of methyl 3,4-diaminobenzoate was dissolved in 40 ml of dimethylformamide, and to the solution were added 2.07 g of potassium carbonate and 1.87 g of p-chlorocinnamyl chloride, and reaction was carried out according to the procedure in Reference Example 40, to obtain 2.0 g of the title compound as a light brown oil. Reactants: CCO, [H][H], CC(=CC(C)O)c1ccccc1-c1ccccc1. Yields the product CC(O)CC(C)c1ccccc1-c1ccccc1. Reaction SMILES: [CH3:21][CH2:22][OH:23].[H:19][H:20].[c:1]1(-[c:13]2[cH:14][cH:15][cH:16][cH:17][cH:18]2)[c:2]([C:7]([CH3:8])=[CH:9][CH:10]([CH3:11])[OH:12])[cH:3][cH:4][cH:5][cH:6]1>>[c:1]1(-[c:13]2[cH:14][cH:15][cH:16][cH:17][cH:18]2)[c:2]([CH:7]([CH3:8])[CH2:9][CH:10]([CH3:11])[OH:12])[cH:3][cH:4][cH:5][cH:6]1. The reactants are CCO, CCOC(C)=O, CCOC(=O)C(Cc1cccc(COC(=O)Nc2ccc(C(F)(F)F)cc2)c1)OC(C)C, [Cl-], Cl, [NH4+], [Na+], [OH-], O. The product is CC(C)OC(Cc1cccc(COC(=O)Nc2ccc(C(F)(F)F)cc2)c1)C(=O)O. RXN SMILES: [CH3:33][CH2:34][OH:35].[CH3:40][CH2:41][O:42][C:43](=[O:44])[CH3:45].[CH:1]([CH3:2])([CH3:3])[O:4][CH:5]([C:6](=[O:7])[O:8][CH2:9][CH3:10])[CH2:11][c:12]1[cH:13][c:14]([CH2:18][O:19][C:20](=[O:21])[NH:22][c:23]2[cH:24][cH:25][c:26]([C:29]([F:30])([F:31])[F:32])[cH:27][cH:28]2)[cH:15][cH:16][cH:17]1.[Cl-:46].[ClH:38].[NH4+:47].[Na+:37].[OH-:36].[OH2:39]>>[CH:1]([CH3:2])([CH3:3])[O:4][CH:5]([C:6](=[O:7])[OH:8])[CH2:11][c:12]1[cH:13][c:14]([CH2:18][O:19][C:20](=[O:21])[NH:22][c:23]2[cH:24][cH:25][c:26]([C:29]([F:30])([F:31])[F:32])[cH:27][cH:28]2)[cH:15][cH:16][cH:17]1.